From a dataset of the Open Reaction Database (ORD), a public repository of structured organic reaction records. describe an organic reaction: reactants, conditions, products, and yield Reactants: O (water), N1=CC(=CC2=CC=CC=C12)C=O (3-Quinolinecarbaldehyde), C(C)OP(=O)(OCC)CC(=O)OCC (ethyl diethylphosphonoacetate), [H-].[Na+] (NaH). The solvent is C(C)(=O)OCC (ethyl acetate), C1CCOC1 (THF). Conditions: time 14 hour. The product is N1=CC(=CC2=CC=CC=C12)/C=C/C(=O)OCC (ethyl (E)-3-(3-quinolinyl)acrylate). Yield: 44.0%. As a reaction SMILES: [N:1]1[C:10]2[C:5](=[CH:6][CH:7]=[CH:8][CH:9]=2)[CH:4]=[C:3]([CH:11]=O)[CH:2]=1.C(OP([CH2:21][C:22]([O:24][CH2:25][CH3:26])=[O:23])(OCC)=O)C.[H-].[Na+].O>C1COCC1.C(OCC)(=O)C>[N:1]1[C:10]2[C:5](=[CH:6][CH:7]=[CH:8][CH:9]=2)[CH:4]=[C:3](/[CH:11]=[CH:21]/[C:22]([O:24][CH2:25][CH3:26])=[O:23])[CH:2]=1 |f:2.3|. Procedure details: 3-Quinolinecarbaldehyde (5.03 g) was added to a mixture of ethyl diethylphosphonoacetate (9.31 g) and NaH (60% oil dispersion,0.791 g) in THF under ice cooling. The mixture was stirred at room temperature for 14 hours. To the mixture were added water and ethyl acetate. The organic layer was washed with water and brine, dried and concentrated. The residue was chromatographed on silica gel (hexane-ethyl acetate=10:1) followed by crystallization from CH2Cl2-cyclohexane to give the titled compound (... Starting materials: ClCCl, O=[N+]([O-])c1ccccc1-c1ccccc1, NCCCCO, O=S(=O)(Cl)Cl, c1ccncc1. The product is O=[N+]([O-])c1ccccc1-c1ccc(S(=O)(=O)NCCCCO)cc1. As a reaction SMILES: [Cl:33][CH2:34][Cl:35].[N+:6](=[O:7])([O-:8])[c:9]1[c:10](-[c:15]2[cH:16][cH:17][cH:18][cH:19][cH:20]2)[cH:11][cH:12][cH:13][cH:14]1.[NH2:21][CH2:22][CH2:23][CH2:24][CH2:25][OH:26].[S:1](=[O:2])(=[O:3])([Cl:4])[Cl:5].[cH:27]1[cH:28][cH:29][n:30][cH:31][cH:32]1>>[S:1](=[O:2])(=[O:3])([c:18]1[cH:17][cH:16][c:15](-[c:10]2[c:9]([N+:6](=[O:7])[O-:8])[cH:14][cH:13][cH:12][cH:11]2)[cH:20][cH:19]1)[NH:21][CH2:22][CH2:23][CH2:24][CH2:25][OH:26].